From a dataset of the Open Reaction Database (ORD), a public repository of structured organic reaction records. describe an organic reaction: reactants, conditions, products, and yield Starting materials: Cn1ccnc1C=CC1CC(O[Si](C)(C)C(C)(C)C)CN1C(=O)OCc1ccccc1, CO, C[O-], CO, Cl, [Na+]. Yields the product Cn1ccnc1C=CC1CC(O)CN1C(=O)OCc1ccccc1. As a reaction SMILES: [CH2:1]([c:2]1[cH:3][cH:4][cH:5][cH:6][cH:7]1)[O:8][C:9](=[O:10])[N:11]1[CH:12]([CH:24]=[CH:25][c:26]2[n:27]([CH3:31])[cH:28][cH:29][n:30]2)[CH2:13][CH:14]([O:16][Si:17]([C:18]([CH3:19])([CH3:20])[CH3:21])([CH3:22])[CH3:23])[CH2:15]1.[CH3:33][OH:34].[CH3:35][O-:36].[CH3:38][OH:39].[ClH:32].[Na+:37]>>[CH2:1]([c:2]1[cH:3][cH:4][cH:5][cH:6][cH:7]1)[O:8][C:9](=[O:10])[N:11]1[CH:12]([CH:24]=[CH:25][c:26]2[n:27]([CH3:31])[cH:28][cH:29][n:30]2)[CH2:13][CH:14]([OH:16])[CH2:15]1. Starting materials: [OH-].[Na+] (sodium hydroxide), ClC1=CC(=C(OC2CCN(CC2)C(=O)OC(C)(C)C)C=C1)C(=O)OC (tert-butyl 4-[4-chloro-2-(methoxycarbonyl) phenoxy]piperidine-1-carboxylate), Cl (hydrochloric acid). Run in O1CCCC1 (tetrahydrofuran). Run at time 3 hour. Product: C(C)(C)(C)OC(=O)N1CCC(CC1)OC1=C(C(=O)O)C=C(C=C1)Cl (2-{[1-(tert-Butoxycarbonyl)piperidin-4-yl]oxy}-5-chlorobenzoic acid). Isolated yield 95.8%. RXN SMILES: [OH-].[Na+].[Cl:3][C:4]1[CH:23]=[CH:22][C:7]([O:8][CH:9]2[CH2:14][CH2:13][N:12]([C:15]([O:17][C:18]([CH3:21])([CH3:20])[CH3:19])=[O:16])[CH2:11][CH2:10]2)=[C:6]([C:24]([O:26]C)=[O:25])[CH:5]=1.Cl>O1CCCC1>[C:18]([O:17][C:15]([N:12]1[CH2:11][CH2:10][CH:9]([O:8][C:7]2[CH:22]=[CH:23][C:4]([Cl:3])=[CH:5][C:6]=2[C:24]([OH:26])=[O:25])[CH2:14][CH2:13]1)=[O:16])([CH3:21])([CH3:19])[CH3:20] |f:0.1|. Procedure: An aqueous solution of 2N sodium hydroxide (20 ml) was added to a solution of tert-butyl 4-[4-chloro-2-(methoxycarbonyl) phenoxy]piperidine-1-carboxylate (8.1 g, 22.0 mmol) in tetrahydrofuran (70 ml) at 45° C. The mixture was stirred vigorously for 3 h then adjusted to pH 2 with 2N hydrochloric acid. The product was extracted with ethyl acetate and the organic layer washed repeatedly with water until the washings were pH 6. The organic layer was dried over magnesium sulfate and evaporated. The r...